This data is from the Open Reaction Database (ORD), a public repository of structured organic reaction records. The task is: describe an organic reaction: reactants, conditions, products, and yield Reactants: OC1C2=C(CCC3=NC=CC=C31)C=CC=C2 (5-hydroxy-10,11-dihydro-5H-benzo[4,5]cyclohepta[1,2-b]pyridine), S(=O)(Cl)Cl (thionyl chloride), O (water). Solvent: C(Cl)Cl (methylene chloride). Run at time 1 hour. The product is Cl.ClC1C2=C(CCC3=NC=CC=C31)C=CC=C2 (5-chloro-10,11-dihydro-5H-benzo[4,5]cyclohepta[1,2-b]pyridine hydrochloride). RXN SMILES: O[CH:2]1[C:12]2[C:7](=[N:8][CH:9]=[CH:10][CH:11]=2)[CH2:6][CH2:5][C:4]2[CH:13]=[CH:14][CH:15]=[CH:16][C:3]1=2.S(Cl)([Cl:19])=O.O>C(Cl)Cl>[ClH:19].[Cl:19][CH:2]1[C:12]2[C:7](=[N:8][CH:9]=[CH:10][CH:11]=2)[CH2:6][CH2:5][C:4]2[CH:13]=[CH:14][CH:15]=[CH:16][C:3]1=2 |f:4.5|. Reported procedure: 21.1 g of 5-hydroxy-10,11-dihydro-5H-benzo[4,5]cyclohepta[1,2-b]pyridine was suspended in 100 ml of methylene chloride. To the suspension was added 35.7 g of thionyl chloride with water-cooling. The resulting mixture was stirred for 1 hour at room temperature. The solvent was removed by distillation under reduced pressure to obtain crystals of 5-chloro-10,11-dihydro-5H-benzo[4,5]cyclohepta[1,2-b]pyridine hydrochloride. The crystals were suspended in 100 ml of methylene chloride. Solvent: C1CCOC1 (THF). Procedure: 3-allyl-6-methylheptenone (20.0 g, 120 mmol) was dissolved in anhydrous THF (100 ml) and the solution cooled to −15° C. under stirring. A 3.5M solution of LiAlH4 (in THF/toluene, 12.0 ml, 42 mmol, 0.35 mol. eq.) was added dropwise under argon over 30 min. The reaction mixture was then stirred at −15° C. for 1 hour. The temperature was raised to 0° C., and the mixture carefully hydrolyzed by successive dropwise additions of water (1.60 g), 15% aqueous NaOH (1.60 g) and water (4.80 g), while keepi... Starting materials: O (water), solution, [H-].[H-].[H-].[H-].[Li+].[Al+3] (LiAlH4), C(C=C)C(C(C)=O)=CCC(C)C (3-allyl-6-methylheptenone), [OH-].[Na+] (NaOH), O (water). Product: C(C=C)C(C(C)O)CC=C(C)C (3-allyl-6-methylhept-5-en-2-ol). Conditions: temperature -15 celsius. As a reaction SMILES: [CH2:1]([C:4](=[CH:8][CH2:9][CH:10]([CH3:12])[CH3:11])[C:5](=[O:7])[CH3:6])[CH:2]=[CH2:3].[H-].[H-].[H-].[H-].[Li+].[Al+3].O.[OH-].[Na+]>C1COCC1>[CH2:1]([CH:4]([CH2:8][CH:9]=[C:10]([CH3:11])[CH3:12])[CH:5]([OH:7])[CH3:6])[CH:2]=[CH2:3] |f:1.2.3.4.5.6,8.9|. Isolated yield 83.0%. Starting materials: CCOC(C)=O, CO, CCCCCC, [Na], CCCCCC=CCC=CCC=CCC=CCCCCC(CCCCCCCCCCC(=O)O)S(=O)(=O)c1ccccc1. Product: CCCCCC=CCC=CCC=CCC=CCCCCCCCCCCCCCCCC(=O)O. As a reaction SMILES: [C:53]([O:54][CH2:55][CH3:56])(=[O:57])[CH3:58].[CH3:45][OH:46].[CH3:47][CH2:48][CH2:49][CH2:50][CH2:51][CH3:52].[Na:44].[c:1]1([S:2](=[O:3])(=[O:4])[CH:10]([CH2:11][CH2:12][CH2:13][CH2:14][CH2:15][CH2:16][CH2:17][CH2:18][CH2:19][CH2:20][C:21](=[O:22])[OH:23])[CH2:24][CH2:25][CH2:26][CH2:27][CH:28]=[CH:29][CH2:30][CH:31]=[CH:32][CH2:33][CH:34]=[CH:35][CH2:36][CH:37]=[CH:38][CH2:39][CH2:40][CH2:41][CH2:42][CH3:43])[cH:5][cH:6][cH:7][cH:8][cH:9]1>>[CH2:10]([CH2:11][CH2:12][CH2:13][CH2:14][CH2:15][CH2:16][CH2:17][CH2:18][CH2:19][CH2:20][C:21](=[O:22])[OH:23])[CH2:24][CH2:25][CH2:26][CH2:27][CH:28]=[CH:29][CH2:30][CH:31]=[CH:32][CH2:33][CH:34]=[CH:35][CH2:36][CH:37]=[CH:38][CH2:39][CH2:40][CH2:41][CH2:42][CH3:43]. Reactants: [OH-].[K+] (KOH), ClC1=C(C=CC=C1)C1=NNC2=NC(=NC(=C21)OC[C@@H]2OC(OC2)(C)C)S(=O)(=O)C ((S)-3-(2-Chloro-phenyl)-4-(2,2-dimethyl-[1,3]dioxolan-4-ylmethoxy)-6-methylsulfonyl-1H-pyrazolo[3,4-d]pyrimidine), FC1=C(C=CC(=C1)F)O (2,4-difluorophenol). Conditions: temperature 120 celsius, time 1 hour. Product: ClC1=C(C=CC=C1)C1=NNC2=NC(=NC(=C21)OC[C@@H]2OC(OC2)(C)C)OC2=C(C=C(C=C2)F)F ((S)-3-(2-Chloro-phenyl)-6-(2,4-difluoro-phenoxy)-4-(2,2-dimethyl-[1,3]dioxolan-4-ylmethoxy)-1H-pyrazolo[3,4-d]pyrimidine). RXN SMILES: [OH-].[K+].[Cl:3][C:4]1[CH:9]=[CH:8][CH:7]=[CH:6][C:5]=1[C:10]1[C:18]2[C:13](=[N:14][C:15](S(C)(=O)=O)=[N:16][C:17]=2[O:19][CH2:20][C@H:21]2[CH2:25][O:24][C:23]([CH3:27])([CH3:26])[O:22]2)[NH:12][N:11]=1.[F:32][C:33]1[CH:38]=[C:37]([F:39])[CH:36]=[CH:35][C:34]=1[OH:40]>>[Cl:3][C:4]1[CH:9]=[CH:8][CH:7]=[CH:6][C:5]=1[C:10]1[C:18]2[C:13](=[N:14][C:15]([O:40][C:34]3[CH:35]=[CH:36][C:37]([F:39])=[CH:38][C:33]=3[F:32])=[N:16][C:17]=2[O:19][CH2:20][C@H:21]2[CH2:25][O:24][C:23]([CH3:27])([CH3:26])[O:22]2)[NH:12][N:11]=1 |f:0.1|. Procedure details: Powdered KOH (1.0 g) was taken up in 4 mL of 2,4-difluorophenol, and the resulting mixture was heated at 120° C. for 15 minutes. (S)-3-(2-Chloro-phenyl)-4-(2,2-dimethyl-[1,3]dioxolan-4-ylmethoxy)-6-methylsulfonyl-1H-pyrazolo[3,4-d]pyrimidine (1.34 g, 0.305 mmol) was added, and the reaction mixture was stirred for one hour at 120° C. The reaction mixture was cooled to room temperature, partitioned between water (100 mL) and 15 EtOAc (300 mL0, and the layers were separated. The organic layer was w... Starting materials: COc1cc2nccc(Oc3ccc(N)c(C)c3)c2cc1OC, Cc1ccccc1, CCO, O=C(N=C=S)c1cccc(Cl)c1. Product: COc1cc2nccc(Oc3ccc(NC(=S)NC(=O)c4cccc(Cl)c4)c(C)c3)c2cc1OC. As a reaction SMILES: [CH3:13][O:14][c:15]1[cH:16][c:17]2[c:18]([O:27][c:28]3[cH:29][c:30]([CH3:35])[c:31]([NH2:32])[cH:33][cH:34]3)[cH:19][cH:20][n:21][c:22]2[cH:23][c:24]1[O:25][CH3:26].[CH3:36][c:37]1[cH:38][cH:39][cH:40][cH:41][cH:42]1.[CH3:43][CH2:44][OH:45].[Cl:1][c:2]1[cH:3][c:4]([C:8](=[O:9])[N:10]=[C:11]=[S:12])[cH:5][cH:6][cH:7]1>>[Cl:1][c:2]1[cH:3][c:4]([C:8](=[O:9])[NH:10][C:11](=[S:12])[NH:32][c:31]2[c:30]([CH3:35])[cH:29][c:28]([O:27][c:18]3[c:17]4[cH:16][c:15]([O:14][CH3:13])[c:24]([O:25][CH3:26])[cH:23][c:22]4[n:21][cH:20][cH:19]3)[cH:34][cH:33]2)[cH:5][cH:6][cH:7]1.